From a dataset of the Open Reaction Database (ORD), a public repository of structured organic reaction records. describe an organic reaction: reactants, conditions, products, and yield The reactants are O (water), C([O-])([O-])=O.[K+].[K+] (potassium carbonate), BrCCC (bromopropane), BrC=1C=C(C=CC1)O (3-bromophenol). The solvent is CN(C)C=O (DMF). Reaction conditions: temperature 60 celsius, time 2 hour. The product is BrC1=CC(=CC=C1)OCCC (1-bromo-3-propoxybenzene). Reaction SMILES: [Br:1][C:2]1[CH:3]=[C:4]([OH:8])[CH:5]=[CH:6][CH:7]=1.C(=O)([O-])[O-].[K+].[K+].Br[CH2:16][CH2:17][CH3:18].O>CN(C=O)C>[Br:1][C:2]1[CH:7]=[CH:6][CH:5]=[C:4]([O:8][CH2:16][CH2:17][CH3:18])[CH:3]=1 |f:1.2.3|. Procedure details: In DMF (100 ml) was dissolved 3-bromophenol (10 g). To the mixture were added potassium carbonate (10.4 g) and bromopropane (6.0 ml), and the mixture was stirred at 60° C. for 2 hours. The reaction mixture was added to water, and the mixture was extracted with ethyl acetate, washed with saturated brine and dried with magnesium sulfate. Under reduced pressure, the solvent was evaporated, and the residue was purified with silica gel column chromatography (hexane/ethyl acetate=10/1) to give 1-bromo... The reactants are C1(=CC=CC=C1)C=1N=CN(C1C1=CC=CC=C1)CCCCN1C(C2=CC=CC=C2C1=O)=O (2-[4-(4,5-diphenyl-imidazol-1-yl)-butyl]-isoindol-1,3-dione), O.NN (hydrazine hydrate). The solvent is C(C)O (ethanol). Product: C1(=CC=CC=C1)C=1N=CN(C1C1=CC=CC=C1)CCCCN (4-(4,5-diphenylimidazol-1-yl)-butylamine). As a reaction SMILES: [C:1]1([C:7]2[N:8]=[CH:9][N:10]([CH2:18][CH2:19][CH2:20][CH2:21][N:22]3C(=O)C4C(=CC=CC=4)C3=O)[C:11]=2[C:12]2[CH:17]=[CH:16][CH:15]=[CH:14][CH:13]=2)[CH:6]=[CH:5][CH:4]=[CH:3][CH:2]=1.O.NN>C(O)C>[C:1]1([C:7]2[N:8]=[CH:9][N:10]([CH2:18][CH2:19][CH2:20][CH2:21][NH2:22])[C:11]=2[C:12]2[CH:13]=[CH:14][CH:15]=[CH:16][CH:17]=2)[CH:2]=[CH:3][CH:4]=[CH:5][CH:6]=1 |f:1.2|. Procedure details: Batch size: 14.0 g (33.2 mmol) 2-[4-(4,5-diphenyl-imidazol-1-yl)-butyl]-isoindol-1,3-dione and 3.3 ml (66.4 mmol) hydrazine hydrate in 130 ml ethanol.